From a dataset of the Open Reaction Database (ORD), a public repository of structured organic reaction records. describe an organic reaction: reactants, conditions, products, and yield The reactants are C1CCOC1, CO, Cl, [Li+], [OH-], O, CCOC(=O)Cc1ccc(OCc2ccc3ccccc3n2)cc1. Yields the product O=C(O)Cc1ccc(OCc2ccc3ccccc3n2)cc1. As a reaction SMILES: [CH2:25]1[O:26][CH2:27][CH2:28][CH2:29]1.[CH3:34][OH:35].[ClH:33].[Li+:31].[OH-:30].[OH2:32].[n:1]1[c:2]([CH2:11][O:12][c:13]2[cH:14][cH:15][c:16]([CH2:19][C:20](=[O:21])[O:22][CH2:23][CH3:24])[cH:17][cH:18]2)[cH:3][cH:4][c:5]2[cH:6][cH:7][cH:8][cH:9][c:10]12>>[n:1]1[c:2]([CH2:11][O:12][c:13]2[cH:14][cH:15][c:16]([CH2:19][C:20](=[O:21])[OH:22])[cH:17][cH:18]2)[cH:3][cH:4][c:5]2[cH:6][cH:7][cH:8][cH:9][c:10]12. Reactants: Cl.C12CNCC(CC1)O2 (8-oxa-3-aza-bicyclo[3.2.1]octane hydrochloride), FC(C=1C=C(C=C(C1)C(F)(F)F)C(C(=O)N(C)C=1C=NC(=CC1C1=C(C=C(C=C1)F)C)Cl)(C)C)(F)F (2-(3,5-bis-trifluoromethyl-phenyl)-N-[6-chloro-4-(4-fluoro-2-methyl-phenyl)-pyridin-3-yl]-N-methyl-isobutyramide), Cl.C12CNCC(CC1)O2 (8-oxa-3-aza-bicyclo[3.2.1]octane hydrochloride), C([O-])([O-])=O.[K+].[K+] (potassium carbonate). Solvent: CS(=O)C (dimethyl sulfoxide), O (water). Conditions: temperature 150 celsius. Product: FC(C=1C=C(C=C(C1)C(F)(F)F)C(C(=O)N(C)C=1C=NC(=CC1C1=C(C=C(C=C1)F)C)N1C[C@@H]2CC[C@H](C1)O2)(C)C)(F)F (2-(3,5-Bis-trifluoromethyl-phenyl)-N-[(1S,5R)-4-(4-fluoro-2-methyl-phenyl)-6-8-oxa-3-aza-bicyclo[3.2.1]oct-3-yl-pyridin-3-yl]-N-methyl-isobutyramide). Yield: 18.7%. Reaction SMILES: [F:1][C:2]([F:36])([F:35])[C:3]1[CH:4]=[C:5]([C:13]([CH3:34])([CH3:33])[C:14]([N:16]([C:18]2[CH:19]=[N:20][C:21](Cl)=[CH:22][C:23]=2[C:24]2[CH:29]=[CH:28][C:27]([F:30])=[CH:26][C:25]=2[CH3:31])[CH3:17])=[O:15])[CH:6]=[C:7]([C:9]([F:12])([F:11])[F:10])[CH:8]=1.Cl.[CH:38]12[O:45][CH:42]([CH2:43][CH2:44]1)[CH2:41][NH:40][CH2:39]2.C(=O)([O-])[O-].[K+].[K+]>CS(C)=O.O>[F:1][C:2]([F:36])([F:35])[C:3]1[CH:4]=[C:5]([C:13]([CH3:34])([CH3:33])[C:14]([N:16]([C:18]2[CH:19]=[N:20][C:21]([N:40]3[CH2:39][C@@H:38]4[O:45][C@@H:42]([CH2:43][CH2:44]4)[CH2:41]3)=[CH:22][C:23]=2[C:24]2[CH:29]=[CH:28][C:27]([F:30])=[CH:26][C:25]=2[CH3:31])[CH3:17])=[O:15])[CH:6]=[C:7]([C:9]([F:12])([F:11])[F:10])[CH:8]=1 |f:1.2,3.4.5|. Procedure: A mixture of 0.15 g (0.28 mmol) 2-(3,5-bis-trifluoromethyl-phenyl)-N-[6-chloro-4-(4-fluoro-2-methyl-phenyl)-pyridin-3-yl]-N-methyl-isobutyramide, 0.13 g (0.84 mmol) 8-oxa-3-aza-bicyclo[3.2.1]octane hydrochloride and 0.20 g (1.4 mmol) potassium carbonate in 1 ml dimethyl sulfoxide was heated at 150° C. under microwave irradiation in a sealed tube for 30 min. Another portion of 0.06 g (0.4 mmol) 8-oxa-3-aza-bicyclo[3.2.1]octane hydrochloride was added and the reaction mixture was heated at 150° C.... Starting materials: CCN=C=NCCCN(C)C, CCN(C(C)C)C(C)C, ClCCl, Cl, O=C(O)c1cccc(I)c1, O, On1nnc2ccccc21, NC1(c2ccccn2)CC1. Product: O=C(NC1(c2ccccn2)CC1)c1cccc(I)c1. RXN SMILES: [CH3:21][CH2:22][N:23]=[C:24]=[N:25][CH2:26][CH2:27][CH2:28][N:29]([CH3:30])[CH3:31].[CH:43]([N:44]([CH2:45][CH3:46])[CH:47]([CH3:48])[CH3:49])([CH3:50])[CH3:51].[Cl:52][CH2:53][Cl:54].[ClH:32].[I:1][c:2]1[cH:3][c:4]([C:5](=[O:6])[OH:7])[cH:8][cH:9][cH:10]1.[OH2:55].[OH:33][n:34]1[c:35]2[c:36]([cH:37][cH:38][cH:39][cH:40]2)[n:41][n:42]1.[n:11]1[c:12]([C:17]2([NH2:20])[CH2:18][CH2:19]2)[cH:13][cH:14][cH:15][cH:16]1>>[I:1][c:2]1[cH:3][c:4]([C:5](=[O:7])[NH:20][C:17]2([c:12]3[n:11][cH:16][cH:15][cH:14][cH:13]3)[CH2:18][CH2:19]2)[cH:8][cH:9][cH:10]1. The reactants are N#CCC(=O)O, COc1ccc(CNc2ccc(OC)cc2C(=O)c2cccc(F)c2)c(OC)c1, ClCCl. Product: COc1ccc(CN(C(=O)CC#N)c2ccc(OC)cc2C(=O)c2cccc(F)c2)c(OC)c1. As a reaction SMILES: [C:1](#[N:2])[CH2:3][C:4](=[O:5])[OH:6].[CH3:7][O:8][c:9]1[c:10]([CH2:11][NH:12][c:13]2[c:14]([C:21](=[O:22])[c:23]3[cH:24][c:25]([F:29])[cH:26][cH:27][cH:28]3)[cH:15][c:16]([O:19][CH3:20])[cH:17][cH:18]2)[cH:30][cH:31][c:32]([O:34][CH3:35])[cH:33]1.[Cl:36][CH2:37][Cl:38]>>[C:1](#[N:2])[CH2:3][C:4](=[O:5])[N:12]([CH2:11][c:10]1[c:9]([O:8][CH3:7])[cH:33][c:32]([O:34][CH3:35])[cH:31][cH:30]1)[c:13]1[c:14]([C:21](=[O:22])[c:23]2[cH:24][c:25]([F:29])[cH:26][cH:27][cH:28]2)[cH:15][c:16]([O:19][CH3:20])[cH:17][cH:18]1.